This data is from the Open Reaction Database (ORD), a public repository of structured organic reaction records. The task is: describe an organic reaction: reactants, conditions, products, and yield The reactants are C1(CC1)N1C(N(C=2C=NC=CC21)CC2=NC=1C(=NC=C(C1)C#N)N2CCC(C)C)=O (2-((1-cyclopropyl-2-oxo-1H-imidazo[4,5-c]pyridin-3(2H)-yl)methyl)-3-isopentyl-3H-imidazo[4,5-b]pyridine-6-carbonitrile). The reagents and catalysts are [Ni] (Raney Nickel). The solvent is CO.N (methanol NH3). The product is NCC=1C=C2C(=NC1)N(C(=N2)CN2C(N(C1=C2C=NC=C1)C1CC1)=O)CCC(C)C (3-((6-(aminomethyl)-3-isopentyl-3H-imidazo[4,5-b]pyridine-2-yl)methyl)-1-cyclopropyl-1H-imidazo[4,5-c]pyridin-2(3H)-one), solid. Yield: 20.0%. Reaction SMILES: [CH:1]1([N:4]2[C:12]3[CH:11]=[CH:10][N:9]=[CH:8][C:7]=3[N:6]([CH2:13][C:14]3[N:24]([CH2:25][CH2:26][CH:27]([CH3:29])[CH3:28])[C:17]4=[N:18][CH:19]=[C:20]([C:22]#[N:23])[CH:21]=[C:16]4[N:15]=3)[C:5]2=[O:30])[CH2:3][CH2:2]1>CO.N.[Ni]>[NH2:23][CH2:22][C:20]1[CH:21]=[C:16]2[N:15]=[C:14]([CH2:13][N:6]3[C:7]4[CH:8]=[N:9][CH:10]=[CH:11][C:12]=4[N:4]([CH:1]4[CH2:2][CH2:3]4)[C:5]3=[O:30])[N:24]([CH2:25][CH2:26][CH:27]([CH3:29])[CH3:28])[C:17]2=[N:18][CH:19]=1 |f:1.2|. Reported procedure: Compound 27 (125 mg, 0.31 mmol) in methanol/NH3 (100 mL) was hydrogenated at 20° C. with Raney Nickel (50 mg) as a catalyst overnight. After uptake of H2 (2 eq), the catalyst was filtered off and the filtrate was evaporated. The residue was purified by column chromatography using dichloromethane/MeOH/NH3. The title compound 17 was isolated as a white solid (25.5 mg, 20%). m/z=406 (M+H)+. Reaction SMILES: [CH2:1]([c:2]1[cH:3][cH:4][cH:5][cH:6][cH:7]1)[c:8]1[c:9](-[c:13]2[cH:14][cH:15][c:16]([NH2:19])[cH:17][cH:18]2)[n:10][o:11][cH:12]1.[CH3:32][N:33]([CH3:34])[CH:35]=[O:36].[F:20][c:21]1[cH:22][cH:23][c:24]([CH:25]([CH3:26])[N:27]=[C:28]=[S:29])[cH:30][cH:31]1>>[CH2:1]([c:2]1[cH:3][cH:4][cH:5][cH:6][cH:7]1)[c:8]1[c:9](-[c:13]2[cH:14][cH:15][c:16]([NH:19][C:28]([NH:27][CH:25]([c:24]3[cH:23][cH:22][c:21]([F:20])[cH:31][cH:30]3)[CH3:26])=[S:29])[cH:17][cH:18]2)[n:10][o:11][cH:12]1. Reactants: Nc1ccc(-c2nocc2Cc2ccccc2)cc1, CN(C)C=O, CC(N=C=S)c1ccc(F)cc1. Product: CC(NC(=S)Nc1ccc(-c2nocc2Cc2ccccc2)cc1)c1ccc(F)cc1.